Dataset: the Open Reaction Database (ORD), a public repository of structured organic reaction records. Task: describe an organic reaction: reactants, conditions, products, and yield Reaction SMILES: [CH2:46]1[O:47][CH2:48][CH2:49][CH2:50]1.[CH3:2][CH2:3][CH2:4][CH2:5][N+:6]([CH2:7][CH2:8][CH2:9][CH3:10])([CH2:11][CH2:12][CH2:13][CH3:14])[CH2:15][CH2:16][CH2:17][CH3:18].[F-:1].[NH2:19][c:20]1[cH:21][c:22](=[O:45])[n:23]([CH:32]2[CH2:33][CH:34]([O:37][Si:38]([C:39]([CH3:40])([CH3:41])[CH3:42])([CH3:43])[CH3:44])[CH2:35][CH2:36]2)[c:24]2[n:25][c:26]([S:30][CH3:31])[n:27][cH:28][c:29]12>>[NH2:19][c:20]1[cH:21][c:22](=[O:45])[n:23]([CH:32]2[CH2:33][CH:34]([OH:37])[CH2:35][CH2:36]2)[c:24]2[n:25][c:26]([S:30][CH3:31])[n:27][cH:28][c:29]12. The product is CSc1ncc2c(N)cc(=O)n(C3CCC(O)C3)c2n1. Starting materials: C1CCOC1, CCCC[N+](CCCC)(CCCC)CCCC, [F-], CSc1ncc2c(N)cc(=O)n(C3CCC(O[Si](C)(C)C(C)(C)C)C3)c2n1. Reactants: CC(=O)OC(C)=O, CC(=O)c1c(C)c[nH]c1C, O=[N+]([O-])O. Yields the product CC(=O)c1c(C)[nH]c([N+](=O)[O-])c1C. Reaction SMILES: [CH3:15][C:16]([O:17][C:18]([CH3:19])=[O:20])=[O:21].[CH3:5][c:6]1[nH:7][cH:8][c:9]([CH3:14])[c:10]1[C:11]([CH3:12])=[O:13].[OH:1][N+:2]([O-:3])=[O:4]>>[O-:1][N+:2](=[O:4])[c:8]1[nH:7][c:6]([CH3:5])[c:10]([C:11]([CH3:12])=[O:13])[c:9]1[CH3:14].